Dataset: the Open Reaction Database (ORD), a public repository of structured organic reaction records. Task: describe an organic reaction: reactants, conditions, products, and yield Reactants: C1(C2=C(C(=O)O1)CCCC2)=O (3,4,5,6-tetrahydrophthalic anhydride), C(C)(=O)O (acetic acid), FC1=C(N)C(=CC(=C1)F)F (2,4,6-trifluoroaniline), C(C)(=O)O (acetic acid). The solvent is C(Cl)Cl (methylene chloride). The product is FC1=C(C(=CC(=C1)F)F)N1C(C=2CCCCC2C1=O)=O (2-(2,4,6-trifluorophenyl)-4,5,6,7-tetrahydro-2H-isoindole-1,3-dione). RXN SMILES: [C:1]1(=[O:11])[O:6][C:4](=O)[C:3]2[CH2:7][CH2:8][CH2:9][CH2:10][C:2]1=2.C(O)(=O)C.[F:16][C:17]1[CH:23]=[C:22]([F:24])[CH:21]=[C:20]([F:25])[C:18]=1[NH2:19]>C(Cl)Cl>[F:16][C:17]1[CH:23]=[C:22]([F:24])[CH:21]=[C:20]([F:25])[C:18]=1[N:19]1[C:1](=[O:11])[C:2]2[CH2:10][CH2:9][CH2:8][CH2:7][C:3]=2[C:4]1=[O:6]. Procedure: A solution of 5.3 parts of 3,4,5,6-tetrahydrophthalic anhydride in 100 parts of glacial acetic acid was treated with 5 parts of 2,4,6-trifluoroaniline at once. After refluxing for 24 hours, the acetic acid was stripped from the reaction mixture under 300 mm Hg. pressure. The residue was dissolved in 100 parts of methylene chloride and washed with 100 parts of 10% aqueous sodium carbonate solution. After drying over anhydrous sodium sulfate, the solution was stripped under 300 mm Hg. pressure. Th... Starting materials: CC(=CCOC(=O)Oc1c(C)c(C)c2c(c1C)CCC(C)(CCCC(C)CCCC(C)CCCC(C)C)O2)CO, O=C(OO)c1cccc(Cl)c1, ClCCl. Product: Cc1c(C)c2c(c(C)c1OC(=O)OCC1OC1(C)CO)CCC(C)(CCCC(C)CCCC(C)CCCC(C)C)O2. RXN SMILES: [C:1]([O:2][CH2:3][CH:4]=[C:5]([CH2:6][OH:7])[CH3:8])([O:9][c:10]1[c:11]([CH3:39])[c:12]2[c:17]([c:18]([CH3:21])[c:19]1[CH3:20])[O:16][C:15]([CH2:22][CH2:23][CH2:24][CH:25]([CH2:26][CH2:27][CH2:28][CH:29]([CH2:30][CH2:31][CH2:32][CH:33]([CH3:34])[CH3:35])[CH3:36])[CH3:37])([CH3:38])[CH2:14][CH2:13]2)=[O:40].[Cl:41][c:42]1[cH:43][cH:44][cH:45][c:46]([C:47]([O:48][OH:50])=[O:49])[cH:51]1.[Cl:52][CH2:53][Cl:54]>>[C:1]([O:2][CH2:3][CH:4]1[C:5]([CH2:6][OH:7])([CH3:8])[O:49]1)([O:9][c:10]1[c:11]([CH3:39])[c:12]2[c:17]([c:18]([CH3:21])[c:19]1[CH3:20])[O:16][C:15]([CH2:22][CH2:23][CH2:24][CH:25]([CH2:26][CH2:27][CH2:28][CH:29]([CH2:30][CH2:31][CH2:32][CH:33]([CH3:34])[CH3:35])[CH3:36])[CH3:37])([CH3:38])[CH2:14][CH2:13]2)=[O:40]. Reactants: C(C)(C)(C)OC(CN1C=C(C2=CC(=CC=C12)OCC1=CC=CC=C1)C(N)=O)=O ((5-Benzyloxy-3-carbamoyl-indol-1-yl)-acetic acid tert-butyl ester). Solvent: C1CCOC1 (THF). Conditions: time 8 hour. Yields the product C(C)(C)(C)OC(CN1C=C(C2=CC(=CC=C12)O)C(N)=O)=O ((3-Carbamoyl-5-hydroxy-indol-1-yl)-acetic acid tert-butyl ester). Reaction SMILES: [C:1]([O:5][C:6](=[O:28])[CH2:7][N:8]1[C:16]2[C:11](=[CH:12][C:13]([O:17]CC3C=CC=CC=3)=[CH:14][CH:15]=2)[C:10]([C:25](=[O:27])[NH2:26])=[CH:9]1)([CH3:4])([CH3:3])[CH3:2]>C1COCC1>[C:1]([O:5][C:6](=[O:28])[CH2:7][N:8]1[C:16]2[C:11](=[CH:12][C:13]([OH:17])=[CH:14][CH:15]=2)[C:10]([C:25](=[O:27])[NH2:26])=[CH:9]1)([CH3:4])([CH3:2])[CH3:3]. Procedure details: (5-Benzyloxy-3-carbamoyl-indol-1-yl)-acetic acid tert-butyl ester (250 mg, 0.657 mmol) was suspended in THF (13 mL). Air was removed from the flask and replaced with nitrogen three times. Pd/C 10% (25 mg) was added to the solution which was again degassed, placed under a hydrogen atmosphere and stirred at RT overnight. The catalyst was removed through a 0.45 microns filter and concentrated in vacuo. The crude material was purified by preparative HPLC (SunFire C18-ODB, 5 μm, 30×100 mm, eluent: 5-...